From a dataset of the Open Reaction Database (ORD), a public repository of structured organic reaction records. describe an organic reaction: reactants, conditions, products, and yield Reactants: ClC1=NC(=CC(=N1)OC)C (2-chloro-4-methoxy-6-methylpyrimidine), N1N=CN=C1 (1,2,4-triazole). The solvent is O1CCCC1 (tetrahydrofuran). The product is COC1=NC(=NC(=C1)C)N1N=CN=C1 (4-methoxy-6-methyl-2-(1,2,4-triazol-1-yl)-pyrimidine). Isolated yield 48.2%. As a reaction SMILES: Cl[C:2]1[N:7]=[C:6]([O:8][CH3:9])[CH:5]=[C:4]([CH3:10])[N:3]=1.[NH:11]1[CH:15]=[N:14][CH:13]=[N:12]1>O1CCCC1>[CH3:9][O:8][C:6]1[CH:5]=[C:4]([CH3:10])[N:3]=[C:2]([N:11]2[CH:15]=[N:14][CH:13]=[N:12]2)[N:7]=1. Reported procedure: In anhydrous tetrahydrofuran, 159 mg of 2-chloro-4-methoxy-6-methylpyrimidine was substituted with 69 mg of 1,2,4-triazole. The reaction mixture was treated according to the procedure as in Example 5 to yield 92 mg of 4-methoxy-6-methyl-2-(1,2,4-triazol-1-yl)-pyrimidine, recrystallized from n-hexane, having a melting point of 142.5°-143° C. Starting materials: Cc1ccc(C(=O)O)c(=O)n1-c1cccc(C(F)(F)F)c1, CC(=O)O, [I-], [Na+], O=[N+]([O-])O. Yields the product Cc1c(I)cc(C(=O)O)c(=O)n1-c1cccc(C(F)(F)F)c1. Reaction SMILES: [CH3:1][c:2]1[cH:3][cH:4][c:5]([C:19](=[O:20])[OH:21])[c:6](=[O:18])[n:7]1-[c:8]1[cH:9][c:10]([C:14]([F:15])([F:16])[F:17])[cH:11][cH:12][cH:13]1.[CH3:28][C:29](=[O:30])[OH:31].[I-:23].[Na+:22].[OH:24][N+:25](=[O:26])[O-:27]>>[CH3:1][c:2]1[c:3]([I:23])[cH:4][c:5]([C:19](=[O:20])[OH:21])[c:6](=[O:18])[n:7]1-[c:8]1[cH:9][c:10]([C:14]([F:15])([F:16])[F:17])[cH:11][cH:12][cH:13]1. The reactants are 68.5, O=C1CCN(CC1)C(=O)OCC (ethyl 4-oxo-1-piperidinecarboxylate), CO (methanol), [BH4-].[Na+] (sodium borohydride), 53.5, [Cl-].[NH4+] (ammonium chloride). Solvent: O (water). Reaction conditions: time 30 minute. Product: 60, OC1CCN(CC1)C(=O)OCC (ethyl 4-hydroxy-1-piperidinecarboxylate). RXN SMILES: [O:1]=[C:2]1[CH2:7][CH2:6][N:5]([C:8]([O:10][CH2:11][CH3:12])=[O:9])[CH2:4][CH2:3]1.CO.[BH4-].[Na+].[Cl-].[NH4+]>O>[OH:1][CH:2]1[CH2:3][CH2:4][N:5]([C:8]([O:10][CH2:11][CH3:12])=[O:9])[CH2:6][CH2:7]1 |f:2.3,4.5|. Procedure details: To a suspension of 68.5 parts of ethyl 4-oxo-1-piperidinecarboxylate in 240 parts of methanol was added portionwise 3.8 parts of sodium borohydride at a temperature between 20°-30° C. (the reaction mixture was cooled if necessary in a water-bath). After the addition was complete, the whole was stirred for 30 minutes. The reaction mixture was then poured into a mixture of 53.5 parts of ammonium chloride and 400 parts of water. The methanol was evaporated. The product was extracted with trichlorom... The yield is 2.7%. Procedure: Following a procedure analogous to Example 28, Preparation B, 200 mg (0.71 mmol) of 5-methoxy-3-(1-methylethoxy)benzo[b]thiophene-2-carboxylic acid-1-oxide and 388 μL (3.55 mmol) of benzylamine gives 7 mg (52%) of 5-methoxy-3-(1-methylethoxy)-N-(phenylmethyl)benzo[b]thiophene-2-carboxamide-1-oxide as a yellow gum. RXN SMILES: [CH3:1][O:2][C:3]1[CH:19]=[CH:18][C:6]2[S:7](=[O:17])[C:8]([C:14]([OH:16])=O)=[C:9]([O:10][CH:11]([CH3:13])[CH3:12])[C:5]=2[CH:4]=1.[CH2:20]([NH2:27])[C:21]1[CH:26]=[CH:25][CH:24]=[CH:23][CH:22]=1>>[CH3:1][O:2][C:3]1[CH:19]=[CH:18][C:6]2[S:7](=[O:17])[C:8]([C:14]([NH:27][CH2:20][C:21]3[CH:26]=[CH:25][CH:24]=[CH:23][CH:22]=3)=[O:16])=[C:9]([O:10][CH:11]([CH3:12])[CH3:13])[C:5]=2[CH:4]=1. Product: COC1=CC2=C(S(C(=C2OC(C)C)C(=O)NCC2=CC=CC=C2)=O)C=C1 (5-methoxy-3-(1-methylethoxy)-N-(phenylmethyl)benzo[b]thiophene-2-carboxamide-1-oxide). Starting materials: COC1=CC2=C(S(C(=C2OC(C)C)C(=O)O)=O)C=C1 (5-methoxy-3-(1-methylethoxy)benzo[b]thiophene-2-carboxylic acid-1-oxide), C(C1=CC=CC=C1)N (benzylamine). Reactants: ClC1=C(C=C(C=C1N1C(CNCC1)=O)C#N)NC1=NN2C(C(=N1)N(CC1=CC=C(C=C1)OC)C1CC1)=NC=C2C#N (2-((2-chloro-5-cyano-3-(2-oxopiperazin-1-yl)phenyl)amino)-4-(cyclopropyl(4-methoxybenzyl)amino)imidazo[2,1-f][1,2,4]triazine-7-carbonitrile), C(C)=O (acetaldehyde), C(C)(=O)O (acetic acid), C(C)(=O)O[BH-](OC(C)=O)OC(C)=O.[Na+] (sodium triacetoxyborohydride), C(=O)(C(F)(F)F)O (TFA). Reagents/catalysts: C1(=CC=CC=C1)OC (anisole). The solvent is C(Cl)Cl (DCM), ClCCCl (DCE). Run at temperature 60 celsius, time 15 minute. Yields the product ClC1=C(C=C(C=C1N1C(CN(CC1)CC)=O)C#N)NC1=NN2C(C(=N1)NC1CC1)=NC=C2C#N (2-((2-chloro-5-cyano-3-(4-ethyl-2-oxopiperazin-1-yl)phenyl)amino)-4-(cyclopropylamino)imidazo[2,1-f][1,2,4]triazine-7-carbonitrile). The yield is 69.9%. Reaction SMILES: [Cl:1][C:2]1[C:7]([N:8]2[CH2:13][CH2:12][NH:11][CH2:10][C:9]2=[O:14])=[CH:6][C:5]([C:15]#[N:16])=[CH:4][C:3]=1[NH:17][C:18]1[N:23]=[C:22]([N:24]([CH:34]2[CH2:36][CH2:35]2)CC2C=CC(OC)=CC=2)[C:21]2=[N:37][CH:38]=[C:39]([C:40]#[N:41])[N:20]2[N:19]=1.[CH:42](=O)[CH3:43].C(O)(=O)C.C(O[BH-](OC(=O)C)OC(=O)C)(=O)C.[Na+].C(O)(C(F)(F)F)=O>C(Cl)Cl.ClCCCl.C1(OC)C=CC=CC=1>[Cl:1][C:2]1[C:7]([N:8]2[CH2:13][CH2:12][N:11]([CH2:42][CH3:43])[CH2:10][C:9]2=[O:14])=[CH:6][C:5]([C:15]#[N:16])=[CH:4][C:3]=1[NH:17][C:18]1[N:23]=[C:22]([NH:24][CH:34]2[CH2:36][CH2:35]2)[C:21]2=[N:37][CH:38]=[C:39]([C:40]#[N:41])[N:20]2[N:19]=1 |f:3.4|. Reported procedure: To a solution of 2-((2-chloro-5-cyano-3-(2-oxopiperazin-1-yl)phenyl)amino)-4-(cyclopropyl(4-methoxybenzyl)amino)imidazo[2,1-f][1,2,4]triazine-7-carbonitrile (17 mg, 0.030 mmol) in DCM (2 mL) was added acetaldehyde (13.16 mg, 0.299 mmol) and acetic acid (3.42 μl, 0.060 mmol). After stirring for 15 min, sodium triacetoxyborohydride (12.66 mg, 0.060 mmol) was added. After stirring at room temperature for 2 h, LC-MS indicated completion. After concentration, purification via flash chromatography (0-... The reactants are NCc1ccc2c(c1)OCO2, CC(C)O, COc1cc2c(OC)nc(Cl)nc2c(OC)c1OC, [Na+], [Na+], O=C([O-])[O-]. The product is COc1cc2c(OC)nc(NCc3ccc4c(c3)OCO4)nc2c(OC)c1OC. As a reaction SMILES: [CH2:20]([c:21]1[cH:22][c:23]2[c:27]([cH:28][cH:29]1)[O:26][CH2:25][O:24]2)[NH2:30].[CH:37]([OH:38])([CH3:39])[CH3:40].[Cl:1][c:2]1[n:3][c:4]2[c:5]([O:18][CH3:19])[c:6]([O:16][CH3:17])[c:7]([O:14][CH3:15])[cH:8][c:9]2[c:10]([O:12][CH3:13])[n:11]1.[Na+:31].[Na+:32].[O-:33][C:34](=[O:35])[O-:36]>>[c:2]1([NH:30][CH2:20][c:21]2[cH:22][c:23]3[c:27]([cH:28][cH:29]2)[O:26][CH2:25][O:24]3)[n:3][c:4]2[c:5]([O:18][CH3:19])[c:6]([O:16][CH3:17])[c:7]([O:14][CH3:15])[cH:8][c:9]2[c:10]([O:12][CH3:13])[n:11]1.